From a dataset of the Open Reaction Database (ORD), a public repository of structured organic reaction records. describe an organic reaction: reactants, conditions, products, and yield The reactants are CNC(=O)NC (1,3-dimethylurea), Cl.CNC(=O)NC (1,3-dimethylurea hydrochloride), C(N)(=O)Cl (carbamoyl chloride). Run in ClC1=CC=CC=C1 (chlorobenzene), ClC1=CC=CC=C1 (chlorobenzene), ClC1=CC=CC=C1 (chlorobenzene), ClC1=CC=CC=C1 (chlorobenzene). Yields the product Cl.CNC(=O)NC (1,3-dimethylurea hydrochloride), CN=C=O (methyl isocyanate). Reaction SMILES: C([Cl:4])(=O)N.[CH3:5][NH:6][C:7]([NH:9][CH3:10])=[O:8].Cl.[CH3:12][NH:13][C:14](NC)=[O:15]>ClC1C=CC=CC=1>[ClH:4].[CH3:5][NH:6][C:7]([NH:9][CH3:10])=[O:8].[CH3:12][N:13]=[C:14]=[O:15] |f:2.3,5.6|. Reported procedure: A solution of carbamoyl chloride in a suitable solvent such as chlorobenzene is introduced by line 1 into reactor 3 and a slight excess of 1,3-dimethylurea in chlorobenzene usually containing some 1,3-dimethylurea hydrochloride in chlorobenzene is added by line 2 to reactor 3 which is operated at 30° to 40° C. A slurry of 1,3-dimethylurea hydrochloride (solid phase) and methyl isocyanate in chlorobenzene (liquid phase) is formed and the slurry is removed by line 4 to filter 5. The liquid phase f... The reactants are CCOC(=O)c1cn(CC)c2ccc(I)cc2c1=O, C1CCOC1, [Na+], [OH-], O. Yields the product CCn1cc(C(=O)O)c(=O)c2cc(I)ccc21. Reaction SMILES: [CH2:1]([CH3:2])[O:3][C:4](=[O:5])[c:6]1[cH:7][n:8]([CH2:18][CH3:19])[c:9]2[cH:10][cH:11][c:12]([I:17])[cH:13][c:14]2[c:15]1=[O:16].[CH2:22]1[O:23][CH2:24][CH2:25][CH2:26]1.[Na+:21].[OH-:20].[OH2:27]>>[O:3]=[C:4]([OH:5])[c:6]1[cH:7][n:8]([CH2:18][CH3:19])[c:9]2[cH:10][cH:11][c:12]([I:17])[cH:13][c:14]2[c:15]1=[O:16]. Starting materials: BrC=1C=CC=2N3C4=C(C=C(C=C4C2C1)O)C(C=C3)=O (10-bromo-2-hydroxy-4H-pyrido[3,2,1-jk]carbazole-4-one), ice water, C([O-])([O-])=O.[K+].[K+] (potassium carbonate), BrCC(=O)OCC (ethyl bromoacetate). Reaction conditions: time 30 minute. RXN SMILES: [Br:1][C:2]1[CH:3]=[CH:4][C:5]2[N:6]3[CH:18]=[CH:17][C:16](=[O:19])[C:8]4[CH:9]=[C:10]([OH:15])[CH:11]=[C:12]([C:13]=2[CH:14]=1)[C:7]3=4.C(=O)([O-])[O-].[K+].[K+].Br[CH2:27][C:28]([O:30][CH2:31][CH3:32])=[O:29]>CS(C)=O>[Br:1][C:2]1[CH:3]=[CH:4][C:5]2[N:6]3[CH:18]=[CH:17][C:16](=[O:19])[C:8]4[CH:9]=[C:10]([O:15][CH2:27][C:28]([O:30][CH2:31][CH3:32])=[O:29])[CH:11]=[C:12]([C:13]=2[CH:14]=1)[C:7]3=4 |f:1.2.3|. Yields the product BrC=1C=CC=2N3C4=C(C=C(C=C4C2C1)OCC(=O)OCC)C(C=C3)=O (10-bromo-2-ethoxycarbonylmethyloxy-4H-pyrido[3,2,1-jk]carbazole-4-one). Solvent: CS(=O)C (dimethyl sulfoxide). Isolated yield 84.0%. Procedure details: 10-bromo-2-hydroxy-4H-pyrido[3,2,1-jk]carbazole-4-one (400 mg) obtained in Example 59 was suspended in dimethyl sulfoxide (10 ml), and potassium carbonate (0.34 g) was added to the suspension. The mixture was stirred at room temperature for 30 minutes and ethyl bromoacetate (0.15 ml) was added to the mixture. The mixture was stirred at room temperature for 12 hours, and the reaction mixture was poured into ice water (50 ml), and the crystals precipitated were recovered by filtration. The crude c...